Dataset: the Open Reaction Database (ORD), a public repository of structured organic reaction records. Task: describe an organic reaction: reactants, conditions, products, and yield The reactants are C=1C=CC2=C(C1)N=NN2O (HOBT), OC=1C=CC(=C(C(=O)O)C1)OCC1=CC=CC=C1 (5-hydroxy-2-[(phenylmethyl)oxy]benzoic acid), N1=CC(=CC=C1)N (3-pyridinamine), C(CCl)Cl (EDC). Run in CN(C)C=O (DMF), O (water). Run at time 4 hour. Product: OC=1C=CC(=C(C(=O)NC=2C=NC=CC2)C1)OCC1=CC=CC=C1 (5-Hydroxy-2-[(phenylmethyl)oxy]-N-3-pyridinylbenzamide). Reaction SMILES: [CH:1]1[CH:2]=C[C:4]2[N:9](O)N=[N:7][C:5]=2[CH:6]=1.[OH:11][C:12]1[CH:13]=[CH:14][C:15]([O:21][CH2:22][C:23]2[CH:28]=[CH:27][CH:26]=[CH:25][CH:24]=2)=[C:16]([CH:20]=1)[C:17]([OH:19])=O.N1C=CC=C(N)C=1.C(Cl)CCl>CN(C=O)C.O>[OH:11][C:12]1[CH:13]=[CH:14][C:15]([O:21][CH2:22][C:23]2[CH:28]=[CH:27][CH:26]=[CH:25][CH:24]=2)=[C:16]([CH:20]=1)[C:17]([NH:7][C:5]1[CH:4]=[N:9][CH:2]=[CH:1][CH:6]=1)=[O:19]. Reported procedure: Solid HOBT (552 mg, 3.60 mmol) was added in one charge to a stirred solution of 5-hydroxy-2-[(phenylmethyl)oxy]benzoic acid (may be prepared as described in Description 38; 800 mg, 3.28 mmol), 3-pyridinamine (339 mg, 3.60 mmol) and EDC (691 mg, 3.60 mmol) in DMF (30 mL) at room temp. The reaction mixture was stirred at room temperature for 4 h. After 4 h, water was added to the reaction mixture. The reaction mixture was filtered and the residue was washed with ethyl acetate to yield the title co... Starting materials: CC(C)(C)[O-], CN(C)C=O, O=[N+]([O-])c1cccc2c(Cl)ccnc12, [K+], Nc1ccc(O)cc1, C1CCOC1. Yields the product Nc1ccc(Oc2ccnc3c([N+](=O)[O-])cccc23)cc1. RXN SMILES: [CH3:23][C:24]([CH3:25])([O-:26])[CH3:27].[CH3:29][N:30]([CH3:31])[CH:32]=[O:33].[Cl:1][c:2]1[cH:3][cH:4][n:5][c:6]2[c:7]([N+:12](=[O:13])[O-:14])[cH:8][cH:9][cH:10][c:11]12.[K+:28].[NH2:15][c:16]1[cH:17][cH:18][c:19]([OH:20])[cH:21][cH:22]1.[O:34]1[CH2:35][CH2:36][CH2:37][CH2:38]1>>[c:2]1([O:20][c:19]2[cH:18][cH:17][c:16]([NH2:15])[cH:22][cH:21]2)[cH:3][cH:4][n:5][c:6]2[c:7]([N+:12](=[O:13])[O-:14])[cH:8][cH:9][cH:10][c:11]12.